Dataset: the Open Reaction Database (ORD), a public repository of structured organic reaction records. Task: describe an organic reaction: reactants, conditions, products, and yield The reactants are COC(=O)Cl, Cc1cc(F)ccc1O, C1COCCO1, C1CCOC1, c1ccncc1. Yields the product COC(=O)Oc1ccc(F)cc1C. Reaction SMILES: [Cl:16][C:17](=[O:18])[O:19][CH3:20].[F:1][c:2]1[cH:3][c:4]([CH3:9])[c:5]([OH:8])[cH:6][cH:7]1.[O:21]1[CH2:22][CH2:23][O:24][CH2:25][CH2:26]1.[O:27]1[CH2:28][CH2:29][CH2:30][CH2:31]1.[cH:10]1[cH:11][cH:12][n:13][cH:14][cH:15]1>>[F:1][c:2]1[cH:3][c:4]([CH3:9])[c:5]([O:8][C:17](=[O:18])[O:19][CH3:20])[cH:6][cH:7]1. The reactants are OC1=CC=CC=2C(C3=C(OC(C4=C3C(=CC(=C4)C)OC)=O)C(C12)=O)=O (8-hydroxy-1-methoxy-3-methyl-7,12-dihydro-5H-benzo[d]naphtho[2,3-b]pyran-5,7,12-trione), B(Br)(Br)Br (boron tribromide). The solvent is C(Cl)Cl (methylene chloride), C(Cl)Cl (methylene chloride). Run at time 2 hour. Product: OC1=CC(=CC2=C1C1=C(OC2=O)C(C=2C(=CC=CC2C1=O)O)=O)C (1,8-dihydroxy-3-methyl-7,12-dihydro-5H-benzo[d]naphtho[2,3-b]pyran-5,7,12-trione). The yield is 57.4%. As a reaction SMILES: [OH:1][C:2]1[C:23]2[C:22](=[O:24])[C:9]3[O:10][C:11](=[O:21])[C:12]4[CH:17]=[C:16]([CH3:18])[CH:15]=[C:14]([O:19]C)[C:13]=4[C:8]=3[C:7](=[O:25])[C:6]=2[CH:5]=[CH:4][CH:3]=1.B(Br)(Br)Br>C(Cl)Cl>[OH:19][C:14]1[C:13]2[C:8]3[C:7](=[O:25])[C:6]4[CH:5]=[CH:4][CH:3]=[C:2]([OH:1])[C:23]=4[C:22](=[O:24])[C:9]=3[O:10][C:11](=[O:21])[C:12]=2[CH:17]=[C:16]([CH3:18])[CH:15]=1. Procedure: In methylene chloride was dissolved 8-hydroxy-1-methoxy-3-methyl-7,12-dihydro-5H-benzo[d]naphtho[2,3-b]pyran-5,7,12-trione (2 g), and under ice-cooling, a methylene chloride solution of boron tribromide (2 ml) was added dropwise. The mixture was further stirred at that temperature for 2 hours, at the end of which time it was washed with water and dried over magnesium sulfate. The solvent was then distilled off to give crude crystals. Recrystallization from methanol gave yellow crystals (1.1 g). ...